From a dataset of the Open Reaction Database (ORD), a public repository of structured organic reaction records. describe an organic reaction: reactants, conditions, products, and yield Starting materials: P(=O)(Cl)(Cl)Cl (Phosphoryl trichloride), OC1=NC(=C(C=C1C(=O)OCC)C(=O)OCC)CCC (diethyl 2-hydroxy-6-propylpyridine-3,5-dicarboxylate), C(C)#N (acetonitrile). Run at temperature 90 celsius, time 3 hour. Yields the product C(CC)C1=NC(=C(C=C1C(=O)OCC)C(=O)OCC)C=C (Diethyl 2-propyl-6-vinylpyridine-3,5-dicarboxylate). RXN SMILES: P(Cl)(Cl)(Cl)=O.O[C:7]1[C:12]([C:13]([O:15][CH2:16][CH3:17])=[O:14])=[CH:11][C:10]([C:18]([O:20][CH2:21][CH3:22])=[O:19])=[C:9]([CH2:23][CH2:24][CH3:25])[N:8]=1.[C:26](#N)[CH3:27]>>[CH2:23]([C:9]1[C:10]([C:18]([O:20][CH2:21][CH3:22])=[O:19])=[CH:11][C:12]([C:13]([O:15][CH2:16][CH3:17])=[O:14])=[C:7]([CH:26]=[CH2:27])[N:8]=1)[CH2:24][CH3:25]. Reported procedure: Phosphoryl trichloride (7.95 mL) was added to a solution of diethyl 2-hydroxy-6-propylpyridine-3,5-dicarboxylate (12.0 g) in acetonitrile (120 mL) at room temperature. The mixture was stirred at 90° C. under a dry atmosphere with calcium chloride tube for 3 hours. After cooling to room temperature, the mixture was quenched with aqueous saturated sodium hydrogen carbonate solution at room temperature and extracted with ethyl acetate. The organic layer was separated, washed with brine and water, d...